Dataset: the Open Reaction Database (ORD), a public repository of structured organic reaction records. Task: describe an organic reaction: reactants, conditions, products, and yield Starting materials: ClCCl, CCOCC, COC(=O)N(Cc1cc(C(F)(F)F)cc(C(F)(F)F)c1)Cc1cc(C(F)(F)F)ccc1-c1cc(C(O)C(F)(F)F)ccc1OC. Yields the product COC(=O)N(Cc1cc(C(F)(F)F)cc(C(F)(F)F)c1)Cc1cc(C(F)(F)F)ccc1-c1cc(C(=O)C(F)(F)F)ccc1OC. Reaction SMILES: [CH2:46]([Cl:47])[Cl:48].[CH3:49][CH2:50][O:51][CH2:52][CH3:53].[F:1][C:2]([c:3]1[cH:4][c:5]([CH2:6][N:7]([C:8]([O:9][CH3:10])=[O:11])[CH2:12][c:13]2[c:14](-[c:23]3[c:24]([O:35][CH3:36])[cH:25][cH:26][c:27]([CH:29]([C:30]([F:31])([F:32])[F:33])[OH:34])[cH:28]3)[cH:15][cH:16][c:17]([C:19]([F:20])([F:21])[F:22])[cH:18]2)[cH:37][c:38]([C:40]([F:41])([F:42])[F:43])[cH:39]1)([F:44])[F:45]>>[F:1][C:2]([c:3]1[cH:4][c:5]([CH2:6][N:7]([C:8]([O:9][CH3:10])=[O:11])[CH2:12][c:13]2[c:14](-[c:23]3[c:24]([O:35][CH3:36])[cH:25][cH:26][c:27]([C:29]([C:30]([F:31])([F:32])[F:33])=[O:34])[cH:28]3)[cH:15][cH:16][c:17]([C:19]([F:20])([F:21])[F:22])[cH:18]2)[cH:37][c:38]([C:40]([F:41])([F:42])[F:43])[cH:39]1)([F:44])[F:45]. The reactants are CS(C)=O, CCN(C(C)C)C(C)C, O, c1ccc(-c2ccnc(N3CCNCC3)c2)cc1, O=C(Nc1cccnc1)OCC(Cl)(Cl)Cl. Yields the product O=C(Nc1cccnc1)N1CCN(c2cc(-c3ccccc3)ccn2)CC1. Reaction SMILES: [CH3:43][S:44]([CH3:45])=[O:46].[CH:34]([N:35]([CH:36]([CH3:37])[CH3:38])[CH2:39][CH3:40])([CH3:41])[CH3:42].[OH2:47].[c:16]1(-[c:22]2[cH:23][c:24]([N:28]3[CH2:29][CH2:30][NH:31][CH2:32][CH2:33]3)[n:25][cH:26][cH:27]2)[cH:17][cH:18][cH:19][cH:20][cH:21]1.[n:1]1[cH:2][c:3]([NH:7][C:8]([O:9][CH2:10][C:11]([Cl:12])([Cl:13])[Cl:14])=[O:15])[cH:4][cH:5][cH:6]1>>[n:1]1[cH:2][c:3]([NH:7][C:8](=[O:15])[N:31]2[CH2:30][CH2:29][N:28]([c:24]3[cH:23][c:22](-[c:16]4[cH:17][cH:18][cH:19][cH:20][cH:21]4)[cH:27][cH:26][n:25]3)[CH2:33][CH2:32]2)[cH:4][cH:5][cH:6]1. Reactants: ClC1=NC=C(C=C1)O (2-chloro-5-hydroxypyridine), C([O-])([O-])=O.[Na+].[Na+] (sodium carbonate), II (iodine), Cl (hydrochloric acid), solution, C(C1=CC=CC=C1)Br (benzyl bromide), C([O-])([O-])=O.[K+].[K+] (potassium carbonate). Run in CC(=O)C (acetone). Conditions: time 5 day. Yields the product C(C1=CC=CC=C1)OC=1C(=NC(=CC1)Cl)I (3-(benzyloxy)-6-chloro-2-iodopyridine). Isolated yield 69.0%. RXN SMILES: [Cl:1][C:2]1[CH:7]=[CH:6][C:5]([OH:8])=[CH:4][N:3]=1.C(=O)([O-])[O-].[Na+].[Na+].[I:15]I.Cl.[CH2:18](Br)[C:19]1[CH:24]=[CH:23][CH:22]=[CH:21][CH:20]=1.C(=O)([O-])[O-].[K+].[K+]>CC(C)=O>[CH2:18]([O:8][C:5]1[C:4]([I:15])=[N:3][C:2]([Cl:1])=[CH:7][CH:6]=1)[C:19]1[CH:24]=[CH:23][CH:22]=[CH:21][CH:20]=1 |f:1.2.3,7.8.9|. Reported procedure: To an aqueous solution (100 mL) of 2-chloro-5-hydroxypyridine (10.0 g) were added sodium carbonate (16.3 g) and iodine (10.8 g), and the mixture was stirred at room temperature for 5 days. The reaction mixture was acidified to pH=5 with 1N hydrochloric acid, and the mixture was extracted with ethyl acetate. The extract was washed with saturated brine, dried over magnesium sulfate, and concentrated under reduced pressure to give a yellow solid. The obtained solid was recrystallized from methanol ... Reactants: C(C1=CC=CC=C1)OC1=CC(=C(C=C1)O)Br (4-benzyloxy-2-bromo-phenol), C(=O)([O-])[O-].[Cs+].[Cs+] (Cs2CO3), BrC(C(=O)OCC)(C)C (ethyl bromoisobutyrate). Solvent: CN(C)C=O (DMF). Conditions: temperature 55 celsius. Product: C(C)OC(C(C)(C)OC1=C(C=C(C=C1)OCC1=CC=CC=C1)Br)=O (2-(4-Benzyloxy-2-bromo-phenoxy)-2-methyl-propionic acid ethyl ester). Isolated yield 34.7%. RXN SMILES: [CH2:1]([O:8][C:9]1[CH:14]=[CH:13][C:12]([OH:15])=[C:11]([Br:16])[CH:10]=1)[C:2]1[CH:7]=[CH:6][CH:5]=[CH:4][CH:3]=1.C([O-])([O-])=O.[Cs+].[Cs+].Br[C:24]([CH3:31])([CH3:30])[C:25]([O:27][CH2:28][CH3:29])=[O:26]>CN(C=O)C>[CH2:28]([O:27][C:25](=[O:26])[C:24]([O:15][C:12]1[CH:13]=[CH:14][C:9]([O:8][CH2:1][C:2]2[CH:3]=[CH:4][CH:5]=[CH:6][CH:7]=2)=[CH:10][C:11]=1[Br:16])([CH3:31])[CH3:30])[CH3:29] |f:1.2.3|. Procedure details: A mixture of 4-benzyloxy-2-bromo-phenol (9.37 g, 33.6 mmol) and Cs2CO3 (21.9 g, 67.2 mmol) in DMF (80 mL) was treated with ethyl bromoisobutyrate (15 mL, 100 mmol) and heated at 55° C. for 18 h. The reaction mixture was cooled and partitioned between ethyl acetate (250 mL) and H2 (100 mL). The organic layer was washed with brine (75 mL), dried (Na2SO4), and concentrated. The crude product was purified by flash chromatography using CH2Cl2:hexanes (2:3 to 3:2) to give a pale yellow oil (4.58 g, 35...